Dataset: the Open Reaction Database (ORD), a public repository of structured organic reaction records. Task: describe an organic reaction: reactants, conditions, products, and yield Starting materials: ClC1=CC=C(C=2NC(=NC21)C2=CC=C(C=C2)C(C)C)OC (4-chloro-2-(4-isopropyl-phenyl)-7-methoxy-1H-benzoimidazole), BrCCOC ((2-bromoethyl)-methyl ether). Product: ClC1=CC=C(C=2N(C(=NC21)C2=CC=C(C=C2)C(C)C)CCOC)OC (4-Chloro-2-(4-isopropyl-phenyl)-7-methoxy-1-(2-methoxy-ethyl)-1H-benzoimidazole). Reaction SMILES: [Cl:1][C:2]1[C:10]2[N:9]=[C:8]([C:11]3[CH:16]=[CH:15][C:14]([CH:17]([CH3:19])[CH3:18])=[CH:13][CH:12]=3)[NH:7][C:6]=2[C:5]([O:20][CH3:21])=[CH:4][CH:3]=1.Br[CH2:23][CH2:24][O:25][CH3:26]>>[Cl:1][C:2]1[C:10]2[N:9]=[C:8]([C:11]3[CH:16]=[CH:15][C:14]([CH:17]([CH3:19])[CH3:18])=[CH:13][CH:12]=3)[N:7]([CH2:23][CH2:24][O:25][CH3:26])[C:6]=2[C:5]([O:20][CH3:21])=[CH:4][CH:3]=1. Procedure: The title compound is prepared starting from 4-chloro-2-(4-isopropyl-phenyl)-7-methoxy-1H-benzoimidazole and (2-bromoethyl)-methyl ether using the same reaction conditions as described in Example 1. The title compound is obtained as a colorless oil. Yield: 95.0%. The solvent is C(C)N(CC)CC (triethyl amine). As a reaction SMILES: CS(O[C:6]1[C:16]([O:17][C:18]2[CH:23]=[CH:22][CH:21]=[CH:20][CH:19]=2)=[CH:15][CH:14]=[CH:13][C:7]=1[CH:8]([CH3:12])[C:9]([OH:11])=[O:10])(=O)=O.CO.[H][H]>[Pd].C(N(CC)CC)C>[O:17]([C:16]1[CH:6]=[C:7]([CH:13]=[CH:14][CH:15]=1)[CH:8]([CH3:12])[C:9]([OH:11])=[O:10])[C:18]1[CH:19]=[CH:20][CH:21]=[CH:22][CH:23]=1. Starting materials: CS(=O)(=O)OC1=C(C(C(=O)O)C)C=CC=C1OC1=CC=CC=C1 (2-methane-sulphonyloxy-3-phenoxy-hydratropic acid), CO (methanol), [H][H] (hydrogen). Reagents/catalysts: [Pd] (palladium on charcoal). Procedure details: To a solution of 33 g. of 2-methane-sulphonyloxy-3-phenoxy-hydratropic acid in 200 ml. of methanol 28 ml. of triethyl amine and 2 g. of a 5% palladium on charcoal catalyst are added at 25° C. The mixture is then hydrogenated under atmospheric pressure until a calculated amount of hydrogen is used up. The catalyst is filtered off and the solution is evaporated. The evaporation residue is taken up in water, acidified with a 20% aqueous hydrochloric acid solution and the separated oil is extracted ... The product is O(C1=CC=CC=C1)C=1C=C(C(C(=O)O)C)C=CC1 (3-phenoxy-hydratropic acid). Starting materials: CC(C)=O, O=C(CCl)NC1c2ccccc2CC1NC(=O)c1cc2cc(Cl)ccc2[nH]1, [I-], [K+]. The product is O=C(CI)NC1c2ccccc2CC1NC(=O)c1cc2cc(Cl)ccc2[nH]1. As a reaction SMILES: [CH3:30][C:31](=[O:32])[CH3:33].[Cl:1][c:2]1[cH:3][c:4]2[cH:5][c:6]([C:11](=[O:12])[NH:13][CH:14]3[CH:15]([NH:23][C:24]([CH2:25][Cl:26])=[O:27])[c:16]4[cH:17][cH:18][cH:19][cH:20][c:21]4[CH2:22]3)[nH:7][c:8]2[cH:9][cH:10]1.[I-:29].[K+:28]>>[Cl:1][c:2]1[cH:3][c:4]2[cH:5][c:6]([C:11](=[O:12])[NH:13][CH:14]3[CH:15]([NH:23][C:24]([CH2:25][I:29])=[O:27])[c:16]4[cH:17][cH:18][cH:19][cH:20][c:21]4[CH2:22]3)[nH:7][c:8]2[cH:9][cH:10]1. The reactants are BrB(Br)Br, ClCCl, COc1cnc2[nH]c(C)cc2c1, Cl, [Na+], [OH-]. The product is Cc1cc2cc(O)cnc2[nH]1. RXN SMILES: [B:1]([Br:2])([Br:3])[Br:4].[CH2:20]([Cl:21])[Cl:22].[CH3:5][O:6][c:7]1[cH:8][c:9]2[c:10]([n:11][cH:12]1)[nH:13][c:14]([CH3:16])[cH:15]2.[ClH:19].[Na+:18].[OH-:17]>>[OH:6][c:7]1[cH:8][c:9]2[c:10]([n:11][cH:12]1)[nH:13][c:14]([CH3:16])[cH:15]2. Product: CC1(OC(=O)C(=CO)C(=O)O1)C (formyl Meldrum's acid), crystals. As a reaction SMILES: [CH3:1][C:2]1([CH3:13])[O:12][C:10](=[O:11])[C:6](=[CH:7][O:8]C)[C:4](=[O:5])[O:3]1.Cl.CCOCC>C(Cl)(Cl)Cl>[CH3:1][C:2]1([CH3:13])[O:3][C:4](=[O:5])[C:6](=[CH:7][OH:8])[C:10](=[O:11])[O:12]1. Procedure: Next, this methoxy methylene Meldrum's acid (25 g, 0.13 mol) was dissolved in chloroform (200 ml), followed by adding 2N-HCl (50 ml), agitating the mixture at room temperature, allowing it to still standing, separating the chloroform layer, saturating the aqueous layer with sodium chloride, extracting the solution with chloroform, combining the extract solution with the previously obtained chloroform solution, drying over anhydrous magnesium sulfate, filtering off the drying agent, and distillin... The yield is 89.0%. The solvent is C(Cl)(Cl)Cl (chloroform). The reactants are CC1(OC(=O)C(=COC)C(=O)O1)C (methoxy methylene Meldrum's acid), CCOCC (ether), Cl (HCl). Reactants: C(C)(C)N1N=C(N=C1C=1N=C2N(CCOC3=C2C=CC(=C3)C=3C=NN(C3)C(C(=O)OCC)(C)C)C1)C (Ethyl 2-(4-(2-(1-isopropyl-3-methyl-1H-1,2,4-triazol-5-yl)-5,6-dihydrobenzo[f]imidazo[1,2-d][1,4]oxazepin-9-yl)-1H-pyrazol-1-yl)-2-methylpropanoate), [Li+].[OH-].O (LiOH H2O), C(CC(O)(C(=O)O)CC(=O)O)(=O)O (citric acid). The solvent is CO (MeOH). Run at time 2 hour. Yields the product C(C)(C)N1N=C(N=C1C=1N=C2N(CCOC3=C2C=CC(=C3)C=3C=NN(C3)C(C(=O)O)(C)C)C1)C (2-(4-(2-(1-isopropyl-3-methyl-1H-1,2,4-triazol-5-yl)-5,6-dihydrobenzo[f]imidazo[1,2-d][1,4]oxazepin-9-yl)-1H-pyrazol-1-yl)-2-methylpropanoic acid). Reaction SMILES: [CH:1]([N:4]1[C:8]([C:9]2[N:10]=[C:11]3[C:17]4[CH:18]=[CH:19][C:20]([C:22]5[CH:23]=[N:24][N:25]([C:27]([CH3:34])([CH3:33])[C:28]([O:30]CC)=[O:29])[CH:26]=5)=[CH:21][C:16]=4[O:15][CH2:14][CH2:13][N:12]3[CH:35]=2)=[N:7][C:6]([CH3:36])=[N:5]1)([CH3:3])[CH3:2].[Li+].[OH-].O.C(O)(=O)CC(CC(O)=O)(C(O)=O)O>CO>[CH:1]([N:4]1[C:8]([C:9]2[N:10]=[C:11]3[C:17]4[CH:18]=[CH:19][C:20]([C:22]5[CH:23]=[N:24][N:25]([C:27]([CH3:34])([CH3:33])[C:28]([OH:30])=[O:29])[CH:26]=5)=[CH:21][C:16]=4[O:15][CH2:14][CH2:13][N:12]3[CH:35]=2)=[N:7][C:6]([CH3:36])=[N:5]1)([CH3:3])[CH3:2] |f:1.2.3|. Reported procedure: Ethyl 2-(4-(2-(1-isopropyl-3-methyl-1H-1,2,4-triazol-5-yl)-5,6-dihydrobenzo[f]imidazo[1,2-d][1,4]oxazepin-9-yl)-1H-pyrazol-1-yl)-2-methylpropanoate (750 mg, 0.0015 mol) was treated with 1 M of LiOH/H2O (1.6 mL) in MeOH (10 mL). The reaction was allowed to stirred at room temperature for 2 hours. The mixture was acidified by 10% citric acid aqueous solution was until PH=5, extracted with EtOAc twice, dried with MgSO4, and concentrated in vacuo. The crude was purified by Prep HPLC to provide 251. ...